This data is from the Open Reaction Database (ORD), a public repository of structured organic reaction records. The task is: describe an organic reaction: reactants, conditions, products, and yield Reactants: C(C)(C)(C)OC(\C=C\C1=CNC=C1)=O ((E)-3-(1H-pyrrol-3-yl)acrylic acid tert-butyl ester), C(C)(C)(C)OC(\C=C\C1=CNC=C1)=O ((E)-3-(1H-pyrrol-3-yl)acrylic acid tert-butyl ester), N1=C(C=CC=C1)C1=CC=C(S1)S(=O)(=O)Cl (5-pyridin-2-yl-thiophene-2-sulfonylchloride). Product: C(C)(C)(C)OC(\C=C\C1=CN(C=C1)S(=O)(=O)C=1SC(=CC1)C1=NC=CC=C1)=O ((E)-3-[1-(5-Pyridin-2-yl-thiophene-2-sulfonyl)-1H-pyrrol-3-yl]-acrylic acid tert-butyl ester). RXN SMILES: [C:1]([O:5][C:6](=[O:14])/[CH:7]=[CH:8]/[C:9]1[CH:13]=[CH:12][NH:11][CH:10]=1)([CH3:4])([CH3:3])[CH3:2].[N:15]1[CH:20]=[CH:19][CH:18]=[CH:17][C:16]=1[C:21]1[S:25][C:24]([S:26](Cl)(=[O:28])=[O:27])=[CH:23][CH:22]=1>>[C:1]([O:5][C:6](=[O:14])/[CH:7]=[CH:8]/[C:9]1[CH:13]=[CH:12][N:11]([S:26]([C:24]2[S:25][C:21]([C:16]3[CH:17]=[CH:18][CH:19]=[CH:20][N:15]=3)=[CH:22][CH:23]=2)(=[O:27])=[O:28])[CH:10]=1)([CH3:4])([CH3:2])[CH3:3]. Procedure details: Starting from (E)-3-(1H-pyrrol-3-yl)-acrylic acid tert-butyl ester (compound D1) and art-known 5-pyridin-2-yl-thiophene-2-sulfonylchloride the title compound can be obtained analogously or similarly as described for compound C1.